This data is from the Open Reaction Database (ORD), a public repository of structured organic reaction records. The task is: describe an organic reaction: reactants, conditions, products, and yield Starting materials: CN(/C=C/C(=O)C1=NN(C=CC1=O)C1=CC(=CC=C1)S(=O)(=O)C(F)(F)F)C (3-((E)-3-Dimethylamino-acryloyl)-1-(3-trifluoromethansulfonyl-phenyl)-1H-pyridazin-4-one), ClC1=C(C=CC=C1Cl)NN (2,3-dichloro-phenylhydrazine). The product is ClC1=C(C=CC=C1Cl)N1N=CC=C1C1=NN(C=CC1=O)C1=CC(=CC=C1)S(=O)(=O)C(F)(F)F (3-[2-(2,3-Dichloro-phenyl)-2H-pyrazol-3-yl]-1-(3-trifluoromethanesulfonyl-phenyl)-1H-pyridazin-4-one). RXN SMILES: CN(C)/[CH:3]=[CH:4]/[C:5]([C:7]1[C:12](=[O:13])[CH:11]=[CH:10][N:9]([C:14]2[CH:19]=[CH:18][CH:17]=[C:16]([S:20]([C:23]([F:26])([F:25])[F:24])(=[O:22])=[O:21])[CH:15]=2)[N:8]=1)=O.[Cl:28][C:29]1[C:34]([Cl:35])=[CH:33][CH:32]=[CH:31][C:30]=1[NH:36][NH2:37]>>[Cl:28][C:29]1[C:34]([Cl:35])=[CH:33][CH:32]=[CH:31][C:30]=1[N:36]1[C:5]([C:7]2[C:12](=[O:13])[CH:11]=[CH:10][N:9]([C:14]3[CH:19]=[CH:18][CH:17]=[C:16]([S:20]([C:23]([F:26])([F:24])[F:25])(=[O:22])=[O:21])[CH:15]=3)[N:8]=2)=[CH:4][CH:3]=[N:37]1. Procedure: The product was obtained starting from 3-((E)-3-Dimethylamino-acryloyl)-1-(3-trifluoromethansulfonyl-phenyl)-1H-pyridazin-4-one (A-33) and 2,3-dichloro-phenylhydrazine according to the method described for example 1. MS: M=515.0 (M+H)+ Starting materials: ClC=1C(=NC(=C(C1F)Cl)F)F (3,5-dichloro-2,4,6-trifluoropyridine), CN(C)C=O (DMF), C([O-])([O-])=O.[K+].[K+] (potassium carbonate), FC(CO)(F)F (2,2,2-trifluoroethanol), CN(C)C=O (DMF). Solvent: O (water). Reaction conditions: temperature 30 celsius. The product is ClC=1C(=NC(=C(C1OCC(F)(F)F)Cl)OCC(F)(F)F)F (3,5-dichloro-2-fluoro-4,6-bis(2,2,2-trifluoroethoxy)pyridine). RXN SMILES: [Cl:1][C:2]1[C:3](F)=[N:4][C:5]([F:10])=[C:6]([Cl:9])[C:7]=1F.CN([CH:15]=[O:16])C.C(=O)([O-])[O-].[K+].[K+].[F:23][C:24]([F:28])([F:27])[CH2:25][OH:26]>O>[Cl:9][C:6]1[C:5]([F:10])=[N:4][C:3]([O:16][CH2:15][C:24]([F:28])([F:27])[F:23])=[C:2]([Cl:1])[C:7]=1[O:26][CH2:25][C:24]([F:28])([F:27])[F:23] |f:2.3.4|. Procedure: A reaction flask was loaded with 3,5-dichloro-2,4,6-trifluoropyridine (5.6 g), DMF (15 ml), and potassium carbonate (9.2 g), and heated up to 30° C. with stirring. To this, a mixture of 2,2,2-trifluoroethanol (5.6 g) and DMF (10 ml) was dropwise added in one hour. After the dropwise addition was ended, the temperature was raised to 50° C., followed by stirring for three hours. The heating was stopped and left to cool. Thereafter, water (100 ml) was added to the reaction mixture, followed by extr... Reactants: ice water, NC=1SC(=NN1)S (2-amino-5-mercapto-1,3,4-thiadiazole), C(OC1=CC=CC=C1)(=O)Cl (phenyl chlorocarbonate), N1=CC=CC=C1 (pyridine). Solvent: CC(=O)N(C)C (dimethylacetamide). Reaction conditions: temperature 0 celsius, time 1.5 hour. Yields the product SC=1SC(=NN1)NC(=O)OC1=CC=CC=C1 (2-mercapto-5-phenoxycarbonylamino1,3,4-thiadiazole). Reaction SMILES: [NH2:1][C:2]1[S:3][C:4]([SH:7])=[N:5][N:6]=1.N1C=CC=CC=1.[C:14](Cl)(=[O:22])[O:15][C:16]1[CH:21]=[CH:20][CH:19]=[CH:18][CH:17]=1>CC(N(C)C)=O>[SH:7][C:4]1[S:3][C:2]([NH:1][C:14]([O:15][C:16]2[CH:21]=[CH:20][CH:19]=[CH:18][CH:17]=2)=[O:22])=[N:6][N:5]=1. Procedure: 61 g of 2-amino-5-mercapto-1,3,4-thiadiazole were dissolved in 230 ml of dimethylacetamide, and 40.8 ml of pyridine were added thereto. The resulting solution was cooled to a temperature not higher than 0° C., and 79 g of phenyl chlorocarbonate were added dropwise thereto. After completion of the dropwise addition, the solution was stirred for 1.5 hours at a temperature not higher than 0° C., and the reaction mixture was then poured into 1 liter of ice-water. Precipitated crystals were collected... Starting materials: Cl.NCC1CC1 ((aminomethyl)cyclopropane hydrochloride), [OH-].[K+] (potassium hydroxide), amine, C(=O)([O-])[O-].[K+].[K+] (K2CO3), ClC1=C(C(=NC(=N1)C)O)C (6-chloro-2,5-dimethyl-4-pyrimidinol). The solvent is O (water), C1CCOC1 (THF). Run at temperature 80 celsius. The product is C1(CC1)CNC1=C(C(=NC(=N1)C)O)C (6-[(Cyclopropylmethyl)amino]-2,5-dimethyl-4-pyrimidinol). Yield: 81.1%. Reaction SMILES: Cl.[NH2:2][CH2:3][CH:4]1[CH2:6][CH2:5]1.[OH-].[K+].C([O-])([O-])=O.[K+].[K+].Cl[C:16]1[N:21]=[C:20]([CH3:22])[N:19]=[C:18]([OH:23])[C:17]=1[CH3:24]>O.C1COCC1>[CH:4]1([CH2:3][NH:2][C:16]2[N:21]=[C:20]([CH3:22])[N:19]=[C:18]([OH:23])[C:17]=2[CH3:24])[CH2:6][CH2:5]1 |f:0.1,2.3,4.5.6|. Procedure: To 3.92 g (36.3 mmol, 4 equiv.) of (aminomethyl)cyclopropane hydrochloride was added 2.5 g (44.6 mmol) of potassium hydroxide dissolved in 10 mL of water. The resulting slurry was thoroughly mixed and then dried with 1.0 g of KOH. The free amine was filtered through anhydrous K2CO3 with dry THF rinses (3×2 mL) into 1.44 g (9.08 mmol) of 6-chloro-2,5-dimethyl-4-pyrimidinol. The stirred clear solution was heated at 80° C. for 31/2 days in a sealed 40 mL tube. The cooled, 23° C., mixture was purifi... The reactants are BrN1C(=O)N(C(=O)C1(C)C)Br (1,3-Dibromo-5,5-dimethylhydantoin), ClC1=CC=C(C=C1N)OC (6-chloro-3-methoxyaniline), C([O-])([O-])=O.[K+].[K+] (potassium carbonate). Run in C(C)(=O)OCC (ethyl acetate), O (water), O (water). Reaction conditions: temperature -5 celsius, time 1 hour. Yields the product BrC1=CC(=C(N)C=C1OC)Cl (4-bromo-2-chloro-5-methoxyaniline). Isolated yield 95.0%. As a reaction SMILES: [Br:1]N1C(C)(C)C(=O)N(Br)C1=O.[Cl:12][C:13]1[C:18]([NH2:19])=[CH:17][C:16]([O:20][CH3:21])=[CH:15][CH:14]=1.C(=O)([O-])[O-].[K+].[K+]>C(OCC)(=O)C.O>[Br:1][C:15]1[C:16]([O:20][CH3:21])=[CH:17][C:18]([NH2:19])=[C:13]([Cl:12])[CH:14]=1 |f:2.3.4|. Procedure details: 1,3-Dibromo-5,5-dimethylhydantoin (commercially available, for example, from Aldrich) (9.1 g, 32 mmol) was added over 20 minutes to a stirred solution of 6-chloro-3-methoxyaniline (commercially available, for example, from Apollo Scientific) (10.0 g, 63 mmol) in ethyl acetate (150 ml) at −5° C. The resulting solution was stirred at −5° C. for 1 hour then washed with a solution of potassium carbonate (6 g, 43 mmol) in water (40 ml and then with water (20 ml). The resulting solution was concentrat... Starting materials: OC1=CC=NC2=CC=CC=C12 (4-hydroxyquinoline), FC=1C=CC(=C(C1)C(CC1(OC1)C(F)F)(C)C)OC (2-[2-(5-fluoro-2-methoxyphenyl)-2-methylpropyl]-2-difluoromethyloxirane), C[Si](C)(C)[N-][Si](C)(C)C.[Na+] (NaHMDS). Solvent: C(C)(=O)OCC (ethyl acetate), CS(=O)C (DMSO). Run at time 15 day. Product: FC(C(CN1C=CC(C2=CC=CC=C12)=O)(CC(C)(C)C1=C(C=CC(=C1)F)OC)O)F (1-[2-difluoromethyl-4-(5-fluoro-2-methoxyphenyl)-2-hydroxy-4-methylpentyl]-1H-quinolin-4-one). RXN SMILES: [OH:1][C:2]1[C:11]2[C:6](=[CH:7][CH:8]=[CH:9][CH:10]=2)[N:5]=[CH:4][CH:3]=1.[F:12][C:13]1[CH:14]=[CH:15][C:16]([O:29][CH3:30])=[C:17]([C:19]([CH3:28])([CH3:27])[CH2:20][C:21]2([CH:24]([F:26])[F:25])[CH2:23][O:22]2)[CH:18]=1.C[Si]([N-][Si](C)(C)C)(C)C.[Na+]>CS(C)=O.C(OCC)(=O)C>[F:26][CH:24]([F:25])[C:21]([OH:22])([CH2:20][C:19]([C:17]1[CH:18]=[C:13]([F:12])[CH:14]=[CH:15][C:16]=1[O:29][CH3:30])([CH3:28])[CH3:27])[CH2:23][N:5]1[C:6]2[C:11](=[CH:10][CH:9]=[CH:8][CH:7]=2)[C:2](=[O:1])[CH:3]=[CH:4]1 |f:2.3|. Procedure details: To a solution of the 4-hydroxyquinoline and 2-[2-(5-fluoro-2-methoxyphenyl)-2-methylpropyl]-2-difluoromethyloxirane in DMSO (1.0 mL) stirred under nitrogen was added NaHMDS (1.2 mL, 1.0M in THF) dropwise. The mixture was stirred at room temperature for 15 days. The mixture was diluted with ethyl acetate, washed with water, dried, filtered, and evaporated in vacuo. Trituration of the residue with diethyl ether gave the product 1-[2-difluoromethyl-4-(5-fluoro-2-methoxyphenyl)-2-hydroxy-4-methylpen... Starting materials: COC=1C=C(C=2CC(CCC2C1)C1=CC=C(C=C1)OC)OC1=CC=C(C=C1)O (4-[3-methoxy-7-(4-methoxyphenyl)-5,6,7,8-tetrahydronaphthalen-1-yloxy]phenol), Cl.ClCCN1CCCCCC1 (1-(2-chloroethyl)azepane hydrochloride), COC=1C=C(C=2CC(CCC2C1)C1=CC=C(C=C1)OC)OC1=CC=C(OCCN2CCCCCC2)C=C1 (1-{2-{4-[3-methoxy-7-(4-methoxyphenyl)-5,6,7,8-tetrahydronaphthalen-1-yloxy]phenoxy}ethyl}azepane). Product: N1(CCCCCC1)CCOC1=CC=C(OC2=CC(=CC=3CCC(CC23)C2=CC=C(C=C2)O)O)C=C1 (4-[4-(2-Azepan-1-ylethoxy)phenoxy]-6-(4-hydroxyphenyl)-5,6,7,8-tetrahydronaphthalen-2-ol). Isolated yield 35.6%. Reaction SMILES: COC1C=C(OC2C=CC(O)=CC=2)C2CC(C3C=CC(OC)=CC=3)CCC=2C=1.Cl.ClCCN1CCCCCC1.C[O:41][C:42]1[CH:43]=[C:44]([O:60][C:61]2[CH:76]=[CH:75][C:64]([O:65][CH2:66][CH2:67][N:68]3[CH2:74][CH2:73][CH2:72][CH2:71][CH2:70][CH2:69]3)=[CH:63][CH:62]=2)[C:45]2[CH2:46][CH:47]([C:52]3[CH:57]=[CH:56][C:55]([O:58]C)=[CH:54][CH:53]=3)[CH2:48][CH2:49][C:50]=2[CH:51]=1>>[N:68]1([CH2:67][CH2:66][O:65][C:64]2[CH:63]=[CH:62][C:61]([O:60][C:44]3[C:45]4[CH2:46][CH:47]([C:52]5[CH:57]=[CH:56][C:55]([OH:58])=[CH:54][CH:53]=5)[CH2:48][CH2:49][C:50]=4[CH:51]=[C:42]([OH:41])[CH:43]=3)=[CH:76][CH:75]=2)[CH2:74][CH2:73][CH2:72][CH2:71][CH2:70][CH2:69]1 |f:1.2|. Reported procedure: Synthesized from 4-[3-methoxy-7-(4-methoxyphenyl)-5,6,7,8-tetrahydronaphthalen-1-yloxy]phenol and 1-(2-chloroethyl)azepane hydrochloride according to an analogous synthetic method to Preparation Example 40, 1-{2-{4-[3-methoxy-7-(4-methoxyphenyl)-5,6,7,8-tetrahydronaphthalen-1-yloxy]phenoxy}ethyl}azepane (345 mg) was used according to an analogous synthetic method to Example 779 described below to provide the title compound (116 mg).